This data is from the Open Reaction Database (ORD), a public repository of structured organic reaction records. The task is: describe an organic reaction: reactants, conditions, products, and yield Reactants: CN(C)C=O, O, O=c1ccc(-c2ccccc2O)n[nH]1, O=P(Cl)(Cl)Cl. Product: Oc1ccccc1-c1ccc(Cl)nn1. As a reaction SMILES: [CH3:1][N:2]([CH3:3])[CH:4]=[O:5].[OH2:25].[OH:11][c:12]1[c:13](-[c:18]2[cH:19][cH:20][c:21](=[O:24])[nH:22][n:23]2)[cH:14][cH:15][cH:16][cH:17]1.[P:6]([Cl:7])([Cl:8])([Cl:9])=[O:10]>>[Cl:8][c:21]1[cH:20][cH:19][c:18](-[c:13]2[c:12]([OH:11])[cH:17][cH:16][cH:15][cH:14]2)[n:23][n:22]1. Reactants: BrBr (bromine), C(C1=CC=CC=C1)N1C(=O)NC(=O)C(=C1)Br (1-benzyl-5-bromouracil). Solvent: CN(C=O)C (dimethylformamide), CS(=O)C (DMSO), CS(=O)C (DMSO). Product: C(C1=CC=CC=C1)N1C(=O)NC(=O)C=C1 (1-benzyluracil). RXN SMILES: BrBr.[CH2:3]([N:10]1[CH:17]=[C:16](Br)[C:14](=[O:15])[NH:13][C:11]1=[O:12])[C:4]1[CH:9]=[CH:8][CH:7]=[CH:6][CH:5]=1>CS(C)=O.CN(C)C=O>[CH2:3]([N:10]1[CH:17]=[CH:16][C:14](=[O:15])[NH:13][C:11]1=[O:12])[C:4]1[CH:5]=[CH:6][CH:7]=[CH:8][CH:9]=1. Procedure: This experiment was performed to verify the role of DMSO solvent in the generation of the bromine electrophile. Thus, this synthesis was done following the same procedure as for the synthesis of 1-benzyl-5-bromouracil, with the sole exception that DMSO was replaced by dimethylformamide (DMF), as solvent. Extraction was done by water-EtOAc and crystallization was done from EtOAc-Hexanes. After filtration, washing with hexanes and drying under high vacuum, 1.4 g of pure 1-benzyluracil, was isolate... Starting materials: ClC1=C(C=C(C=C1)[N+](=O)[O-])SCC(=C)Cl (1-Chloro-2-(2-chloro-allylsulfanyl)-4-nitro-benzene), CCOC(=O)C (EtOAc), O (H2O). The reagents and catalysts are [Fe] (iron). Solvent: CC(=O)O (AcOH). Run at temperature 80 celsius, time 2 hour. Yields the product NC1=CC=C(C=2SC(=CC21)C)Cl (4-Amino-7-chloro-2-methylbenzo[b]thiophene). The yield is 35.0%. As a reaction SMILES: [Cl:1][C:2]1[CH:7]=[CH:6][C:5]([N+:8]([O-])=O)=[CH:4][C:3]=1[S:11][CH2:12][C:13](Cl)=C.[CH3:16]COC(C)=O.O>CC(O)=O.[Fe]>[NH2:8][C:5]1[C:4]2[CH:16]=[C:12]([CH3:13])[S:11][C:3]=2[C:2]([Cl:1])=[CH:7][CH:6]=1. Procedure: A solution of 1.09 g (4.67 mmol) of compound 260A in 20 mL AcOH with 10 mL EtOAc and 2 mL H2O was heated to 80° C. and treated with iron powder (1,3 g, 23.4 mmol). The mixture was heated at 80° C. for 40 min and then allowed to cool to rt. The mixture was filtered through Celite eluting with EtOAc. The filtrate was washed with sat. aq. NaHCO3, dried over MgSO4, and concentrated in vacuo. N,N-diethylaniline (10 mL) was added, and the reaction was heated at 215° C. for 6 h. After cooling to rt, 1 ... Starting materials: COC(=O)C1CCN1S(=O)(=O)Cc1ccccc1, CO, [Li+], [OH-]. Yields the product O=C(O)C1CCN1S(=O)(=O)Cc1ccccc1. As a reaction SMILES: [CH3:1][O:2][C:3](=[O:4])[CH:5]1[N:6]([S:9](=[O:10])(=[O:11])[CH2:12][c:13]2[cH:14][cH:15][cH:16][cH:17][cH:18]2)[CH2:7][CH2:8]1.[CH3:21][OH:22].[Li+:19].[OH-:20]>>[O:2]=[C:3]([OH:4])[CH:5]1[N:6]([S:9](=[O:10])(=[O:11])[CH2:12][c:13]2[cH:14][cH:15][cH:16][cH:17][cH:18]2)[CH2:7][CH2:8]1. Procedure details: The title product was synthesized by reaction of the 2-(5-bromo-2-fluorophenyl)-pteridin-4-one 104 with 4-butylaminopyridine 113 following the procedure described for 4-(4-pyridylamino)-2-(5-bromo-2-fluorophenyl)pteridine 1 (LCMS analysis). The reactants are BrC=1C=CC(=C(C1)C1=NC2=NC=CN=C2C(N1)=O)F (2-(5-bromo-2-fluorophenyl)pteridin-4-one), C(CCC)NC1=CC=NC=C1 (4-butylaminopyridine), BrC=1C=CC(=C(C1)C1=NC2=NC=CN=C2C(=N1)NC1=CC=NC=C1)F (2-(5-bromo-2-fluorophenyl)-4-(4-pyridylamino)pteridine). The product is C(CCC)N(C1=NC(=NC2=NC=CN=C12)C1=C(C=CC(=C1)Br)F)C1=CC=NC=C1 (4-[(butyl)(4-pyridyl)amino]-2-(5-bromo-2-fluorophenyl)pteridine). Reaction SMILES: [Br:1][C:2]1[CH:3]=[CH:4][C:5]([F:19])=[C:6]([C:8]2[NH:17][C:16](=O)[C:15]3[C:10](=[N:11][CH:12]=[CH:13][N:14]=3)[N:9]=2)[CH:7]=1.[CH2:20]([NH:24][C:25]1[CH:30]=[CH:29][N:28]=[CH:27][CH:26]=1)[CH2:21][CH2:22][CH3:23].BrC1C=CC(F)=C(C2N=C(NC3C=CN=CC=3)C3C(=NC=CN=3)N=2)C=1>>[CH2:20]([N:24]([C:25]1[CH:30]=[CH:29][N:28]=[CH:27][CH:26]=1)[C:16]1[C:15]2[C:10](=[N:11][CH:12]=[CH:13][N:14]=2)[N:9]=[C:8]([C:6]2[CH:7]=[C:2]([Br:1])[CH:3]=[CH:4][C:5]=2[F:19])[N:17]=1)[CH2:21][CH2:22][CH3:23]. The reactants are FC=1C=C(C=C(C1)F)C(C)NC(C1=CC=C(C=C1)OC)C1=CC(=C(C(=C1)[N+](=O)[O-])OC)OC (1-(3,5-difluorophenyl)ethyl-N-[(3,4-dimethoxy-5-nitrophenyl)-(4-methoxyphenyl)methyl]amine), [BH4-].[Na+] (sodium borohydride). Reagents/catalysts: O.O.O.O.O.O.[Ni](Cl)Cl (nickel chloride hexahydrate). Yields the product FC=1C=C(C=C(C1)F)C(C)NC(C=1C=C(C(=C(C1)N)OC)OC)C1=CC=C(C=C1)OC (5-{[1-(3,5-Difluorophenyl)ethylamino]-(4-methoxyphenyl)methyl}-2,3-dimethoxyphenylamine). Reaction SMILES: [F:1][C:2]1[CH:3]=[C:4]([CH:9]([NH:11][CH:12]([C:21]2[CH:26]=[C:25]([N+:27]([O-])=O)[C:24]([O:30][CH3:31])=[C:23]([O:32][CH3:33])[CH:22]=2)[C:13]2[CH:18]=[CH:17][C:16]([O:19][CH3:20])=[CH:15][CH:14]=2)[CH3:10])[CH:5]=[C:6]([F:8])[CH:7]=1.[BH4-].[Na+]>O.O.O.O.O.O.[Ni](Cl)Cl>[F:1][C:2]1[CH:3]=[C:4]([CH:9]([NH:11][CH:12]([C:13]2[CH:14]=[CH:15][C:16]([O:19][CH3:20])=[CH:17][CH:18]=2)[C:21]2[CH:22]=[C:23]([O:32][CH3:33])[C:24]([O:30][CH3:31])=[C:25]([NH2:27])[CH:26]=2)[CH3:10])[CH:5]=[C:6]([F:8])[CH:7]=1 |f:1.2,3.4.5.6.7.8.9|. Reported procedure: Following a similar procedure to that described in Example (1b), 870 mg of N-[1-(3,5-difluorophenyl)ethyl-N-[(3,4-dimethoxy-5-nitrophenyl)-(4-methoxyphenyl)methyl]amine [prepared as described in step (a) above], 1.04 g of nickel chloride hexahydrate and 302 mg of sodium borohydride were reacted, to obtain 550 mg of the title compound as a colorless oil. RXN SMILES: [CH2:1]([C@H:8]1[CH2:13][N:12]([CH2:14][C:15]2[CH:20]=[CH:19][CH:18]=[CH:17][CH:16]=2)[C@H:11]([CH3:21])[CH2:10][N:9]1[C:22](OC)=[O:23])[C:2]1[CH:7]=[CH:6][CH:5]=[CH:4][CH:3]=1.P(Cl)(Cl)(Cl)=O.O=P12OP3(OP(OP(O3)(O1)=O)(=O)O2)=O.CCOC(C)=O>C(Cl)Cl>[CH2:14]([N:12]1[C@@H:11]([CH3:21])[CH2:10][N:9]2[C:22](=[O:23])[C:3]3[CH:4]=[CH:5][CH:6]=[CH:7][C:2]=3[CH2:1][C@@H:8]2[CH2:13]1)[C:15]1[CH:16]=[CH:17][CH:18]=[CH:19][CH:20]=1. Yield: 18.5%. Reaction conditions: temperature 100 celsius, time 8 hour. Procedure: A mixture of (2S,5R)-methyl 2,4-dibenzyl-5-methylpiperazine-1-carboxylate (0.28 g, 0.83 mmol), phosphorous oxychloride (5.0 ml) and phosphorous pentoxide (0.48 g, 1.6 mmol) was stirred at 100° C. under nitrogen overnight. The reaction was removed from the heat, quenched with ice, and brought to pH 7 to 8 with 1 N NaOH. Extraction with EtOAc (3×) and washing the combined organic layers with brine and drying over MgSO4 afforded 0.11 g of crude product after evaporation of the solvent. Flash chroma... Starting materials: C(C1=CC=CC=C1)[C@@H]1N(C[C@H](N(C1)CC1=CC=CC=C1)C)C(=O)OC ((2S,5R)-methyl 2,4-dibenzyl-5-methylpiperazine-1-carboxylate), P(=O)(Cl)(Cl)Cl (phosphorous oxychloride), O=P12OP3(=O)OP(=O)(O1)OP(=O)(O2)O3 (phosphorous pentoxide), CCOC(=O)C (EtOAc). The product is C(C1=CC=CC=C1)N1C[C@@H]2N(C(C=3C=CC=CC3C2)=O)C[C@@H]1C ((3S,11aR)-1,2,3,4,11,11a-hexahydro-2-benzyl-3-methyl-pyrazino[1,2-b]isoquinolin-6-one). The solvent is C(Cl)Cl (CH2Cl2), C(Cl)Cl (CH2Cl2). Reported procedure: The title compound, a white solid, MS: m/e=312.2 (M+H+), can be prepared in accordance with the general method of example 1 from 2-tert-butyl-6-ethynyl-pyrazolo[1,5-a]pyrimidine (example 21, step 2) and 1,4-difluoro-2-iodobenzene. Product: C(C)(C)(C)C1=NN2C(N=CC(=C2)C#CC2=C(C=CC(=C2)F)F)=C1 (2-tert-Butyl-6-(2,5-difluoro-phenylethynyl)-pyrazolo[1,5-a]pyrimidine). Starting materials: C(C)(C)(C)C1=NN2C(N=CC(=C2)C#C)=C1 (2-tert-butyl-6-ethynyl-pyrazolo[1,5-a]pyrimidine), FC1=C(C=C(C=C1)F)I (1,4-difluoro-2-iodobenzene). Reaction SMILES: [C:1]([C:5]1[CH:15]=[C:8]2[N:9]=[CH:10][C:11]([C:13]#[CH:14])=[CH:12][N:7]2[N:6]=1)([CH3:4])([CH3:3])[CH3:2].[F:16][C:17]1[CH:22]=[CH:21][C:20]([F:23])=[CH:19][C:18]=1I>>[C:1]([C:5]1[CH:15]=[C:8]2[N:9]=[CH:10][C:11]([C:13]#[C:14][C:21]3[CH:22]=[C:17]([F:16])[CH:18]=[CH:19][C:20]=3[F:23])=[CH:12][N:7]2[N:6]=1)([CH3:4])([CH3:3])[CH3:2].